Dataset: the Open Reaction Database (ORD), a public repository of structured organic reaction records. Task: describe an organic reaction: reactants, conditions, products, and yield Starting materials: COC1=CC=C(C=C1)S(=O)(=O)N1C(CN(C2=C(C1)C=CC=C2)CCOC)C(=O)OC (methyl 4-(4-methoxybenzenesulfonyl)-1-(2-methoxyethyl)-2,3,4,5-tetrahydro-1H-[1,4]benzodiazepine-3-carboxylate), [OH-].[Na+] (NaOH). Solvent: O1CCCC1 (tetrahydrofuran). Run at time 2 hour. Yields the product COC1=CC=C(C=C1)S(=O)(=O)N1C(CN(C2=C(C1)C=CC=C2)CCOC)C(=O)O (4-(4-Methoxybenzenesulfonyl)-1-(2-methoxyethyl)-2,3,4,5-tetrahydro-1H-[1,4]benzodiazepine-3-carboxylic acid). Yield: 67.2%. RXN SMILES: [CH3:1][O:2][C:3]1[CH:8]=[CH:7][C:6]([S:9]([N:12]2[CH2:18][C:17]3[CH:19]=[CH:20][CH:21]=[CH:22][C:16]=3[N:15]([CH2:23][CH2:24][O:25][CH3:26])[CH2:14][CH:13]2[C:27]([O:29]C)=[O:28])(=[O:11])=[O:10])=[CH:5][CH:4]=1.[OH-].[Na+]>O1CCCC1>[CH3:1][O:2][C:3]1[CH:8]=[CH:7][C:6]([S:9]([N:12]2[CH2:18][C:17]3[CH:19]=[CH:20][CH:21]=[CH:22][C:16]=3[N:15]([CH2:23][CH2:24][O:25][CH3:26])[CH2:14][CH:13]2[C:27]([OH:29])=[O:28])(=[O:11])=[O:10])=[CH:5][CH:4]=1 |f:1.2|. Procedure: A mixture of 1.0 g (2.3 mmol) of methyl 4-(4-methoxybenzenesulfonyl)-1-(2-methoxyethyl)-2,3,4,5-tetrahydro-1H-[1,4]benzodiazepine-3-carboxylate and 3.0 ml of 1 N NaOH in 10 ml of tetrahydrofuran was stirred at room temperature for 2 hours and the solvent removed. To the residue was added water and the mixture acidified with 1 N HCl. The mixture was extracted with ethyl acetate and the extract was washed with brine and dried with Na2SO4. The solvent was removed and the residue triturated with eth... Starting materials: FC(C(=O)N1CCOC2=C1C=CC=C2)(F)F (4-(trifluoroacetyl)-3,4-dihydro-2H-1,4-benzoxazine), C(Cl)Cl (methylene chloride), S([O-])(O)=O.[Na+] (sodium bisulfite), ICl (iodine monochloride). Solvent: C(C)(=O)O (acetic acid), C(C)(=O)O (acetic acid), O (water). Conditions: time 45 minute. Product: FC(C(=O)N1CCOC2=C1C=C(C=C2)I)(F)F (4-(Trifluoroacetyl)-3,4-dihydro-6-iodo-2H-1,4-benzoxazine). Reaction SMILES: [F:1][C:2]([F:16])([F:15])[C:3]([N:5]1[C:10]2[CH:11]=[CH:12][CH:13]=[CH:14][C:9]=2[O:8][CH2:7][CH2:6]1)=[O:4].C(Cl)Cl.[I:20]Cl.S(=O)(O)[O-].[Na+]>C(O)(=O)C.O>[F:16][C:2]([F:1])([F:15])[C:3]([N:5]1[C:10]2[CH:11]=[C:12]([I:20])[CH:13]=[CH:14][C:9]=2[O:8][CH2:7][CH2:6]1)=[O:4] |f:3.4|. Procedure details: A mixture of 0.5 g (2.16 mmol) of this 4-(trifluoroacetyl)-3,4-dihydro-2H-1,4-benzoxazine, 20 ml of glacial acetic acid and 5 ml of methylene chloride was cooled to 10° in an ice bath. A solution of 1 ml of iodine monochloride in 1 ml of acetic acid was added slowly over a period of 5 minutes. Following the addition, the mixture was stirred for 45 minutes and was then diluted with water and a aqueous solution of sodium bisulfite. The product was extracted with ether. The extracts were washed wit... The reactants are CCCC(=O)NCC1CC1c1cccc(O)c1, C=CCI, CCO, CCOCC, [K+], [OH-]. Yields the product C=CCOc1cccc(C2CC2CNC(=O)CCC)c1. As a reaction SMILES: [C:1]([CH2:2][CH2:3][CH3:4])(=[O:5])[NH:6][CH2:7][CH:8]1[CH:9]([c:11]2[cH:12][c:13]([OH:17])[cH:14][cH:15][cH:16]2)[CH2:10]1.[CH2:20]([CH:21]=[CH2:22])[I:23].[CH3:24][CH2:25][OH:26].[CH3:27][CH2:28][O:29][CH2:30][CH3:31].[K+:19].[OH-:18]>>[C:1]([CH2:2][CH2:3][CH3:4])(=[O:5])[NH:6][CH2:7][CH:8]1[CH:9]([c:11]2[cH:12][c:13]([O:17][CH2:22][CH:21]=[CH2:20])[cH:14][cH:15][cH:16]2)[CH2:10]1. The reactants are C(C)(C)(C)OC(=O)C(C(=O)C1CC1)C(=O)C1=C(C(=C(C=C1)S(=O)(=O)C)OCC)C (2-tert-butoxycarbonyl-1-cyclopropyl-3-(2-methyl-3-ethoxy-4-methylsulfonylphenyl)-1,3-propanedione), C1(=CC=C(C=C1)S(=O)(=O)O)C (4-toluenesulfonic acid). The solvent is C1(=CC=CC=C1)C (toluene). Yields the product C1(CC1)C(CC(=O)C1=C(C(=C(C=C1)S(=O)(=O)C)OCC)C)=O (1 -Cyclopropyl-3-(2-methyl-3-ethoxy-4-methylsulfonylphenyl)-1,3-propanedione). The yield is 91.6%. RXN SMILES: C(OC([CH:8]([C:14]([C:16]1[CH:21]=[CH:20][C:19]([S:22]([CH3:25])(=[O:24])=[O:23])=[C:18]([O:26][CH2:27][CH3:28])[C:17]=1[CH3:29])=[O:15])[C:9]([CH:11]1[CH2:13][CH2:12]1)=[O:10])=O)(C)(C)C.C1(C)C=CC(S(O)(=O)=O)=CC=1>C1(C)C=CC=CC=1>[CH:11]1([C:9](=[O:10])[CH2:8][C:14]([C:16]2[CH:21]=[CH:20][C:19]([S:22]([CH3:25])(=[O:24])=[O:23])=[C:18]([O:26][CH2:27][CH3:28])[C:17]=2[CH3:29])=[O:15])[CH2:13][CH2:12]1. Reported procedure: A mixture of crude 2-tert-butoxycarbonyl-1-cyclopropyl-3-(2-methyl-3-ethoxy-4-methylsulfonylphenyl)-1,3-propanedione (10 g) and 4-toluenesulfonic acid (2 g) in dry toluene (150 mL) was stirred and heated at reflux for 2 hours. The cooled mixture was washed with a saturated sodium bicarbonate solution (50 mL), dried over magnesium sulfate, and concentrated in vacuo to afford 7 g of the crude product as a yellow oil. Starting materials: C(C)OC(=O)C1=CC=CC(=N1)C1CCN(CC1)C(=O)OC(C)(C)C (3′,4′,5′,6′-tetrahydro-2′H-[2,4′]bipyridinyl-6,1′-dicarboxylic acid 1′-tert-butyl ester 6-ethyl ester), [OH-].[Na+] (sodium hydroxide). The solvent is CO (methanol). Conditions: time 4 hour. Product: C(C)(C)(C)OC(=O)N1CCC(CC1)C1=NC(=CC=C1)C(=O)O (3′,4′,5′,6′-tetrahydro-2′H-[2,4′]bipyridinyl-6,1′-dicarboxylic acid 1′-tert-butyl ester). Yield: 49.0%. Reaction SMILES: C([O:3][C:4]([C:6]1[N:11]=[C:10]([CH:12]2[CH2:17][CH2:16][N:15]([C:18]([O:20][C:21]([CH3:24])([CH3:23])[CH3:22])=[O:19])[CH2:14][CH2:13]2)[CH:9]=[CH:8][CH:7]=1)=[O:5])C.[OH-].[Na+]>CO>[C:21]([O:20][C:18]([N:15]1[CH2:16][CH2:17][CH:12]([C:10]2[CH:9]=[CH:8][CH:7]=[C:6]([C:4]([OH:5])=[O:3])[N:11]=2)[CH2:13][CH2:14]1)=[O:19])([CH3:24])([CH3:22])[CH3:23] |f:1.2|. Procedure: To a solution of 3′,4′,5′,6′-tetrahydro-2′H-[2,4′]bipyridinyl-6,1′-dicarboxylic acid 1′-tert-butyl ester 6-ethyl ester (100 mg, 0.3 mmol) in methanol (5 mL) was added aq. solution of sodium hydroxide (2 M, 0.23 mL, 0.5 mmol) at RT. After stirring for 4 h at RT, the solvent was removed, and the residue was dissolved in THF (5 mL), and aq. solution of lithium hydroxide (7 mg in 1 mL of water) was added at RT. After stirring overnight at RT, the solvent was removed and the residue was dissolved in ... Reactants: ClC1=CN=CC(=N1)N1C=NC2=C1C=C(C=C2)N (1-(6-chloropyrazin-2-yl)-1H-benzimidazol-6-amine), C1(CC1)CN (cyclopropylmethylamine), CCN(C(C)C)C(C)C (DIPEA). The solvent is C(C)OC(C)O (ethoxyethanol). Product: C1(CC1)CNC1=CN=CC(=N1)N1C=NC2=C1C=C(C=C2)N (1-{6-[(Cyclopropylmethyl)amino]pyrazin-2-yl}-1H-benzimidazol-6-amine). RXN SMILES: Cl[C:2]1[N:7]=[C:6]([N:8]2[C:12]3[CH:13]=[C:14]([NH2:17])[CH:15]=[CH:16][C:11]=3[N:10]=[CH:9]2)[CH:5]=[N:4][CH:3]=1.[CH:18]1([CH2:21][NH2:22])[CH2:20][CH2:19]1.CCN(C(C)C)C(C)C>C(OC(O)C)C>[CH:18]1([CH2:21][NH:22][C:2]2[N:7]=[C:6]([N:8]3[C:12]4[CH:13]=[C:14]([NH2:17])[CH:15]=[CH:16][C:11]=4[N:10]=[CH:9]3)[CH:5]=[N:4][CH:3]=2)[CH2:20][CH2:19]1. Procedure: A solution of 1-(6-chloropyrazin-2-yl)-1H-benzimidazol-6-amine (100 mg, 0.41 mmol) and cyclopropylmethylamine (424 μL, 4.1 mmol) in ethoxyethanol (2 mL) containing DIPEA (140 μL) was heated at reflux overnight under N2. The solution was concentrated under reduced pressure and the residue dissolved in EtOAc (20 mL) and washed successively with H2O (20 mL), 1M HCl (2×20 mL), H2O (20 mL) and brine (20 mL). After drying (Na2SO4) the solvent was removed under reduced pressure and the residue chromato... Starting materials: COc1ccc(N(Cc2cccc(C#N)n2)C2CCN(C(C)CCNC(=O)OC(C)(C)C)CC2)cc1, Cc1cc(C#N)cc(C)c1C(=O)O, CCN=C=NCCCN(C)C, CCN(C(C)C)C(C)C, ClCCl, O=C(O)C(F)(F)F, CN(C)C=O, On1nnc2ccccc21. Yields the product COc1ccc(N(Cc2cccc(C#N)n2)C2CCN(C(C)CCNC(=O)c3c(C)cc(C#N)cc3C)CC2)cc1. RXN SMILES: [C:1]([CH3:3])([CH3:4])([O:5][C:6](=[O:2])[NH:7][CH2:8][CH2:9][CH:10]([CH3:11])[N:12]1[CH2:13][CH2:14][CH:15]([N:18]([c:19]2[cH:20][cH:21][c:22]([O:25][CH3:26])[cH:23][cH:24]2)[CH2:27][c:28]2[n:29][c:30]([C:34]#[N:35])[cH:31][cH:32][cH:33]2)[CH2:16][CH2:17]1)[CH3:36].[C:58](#[N:59])[c:60]1[cH:61][c:62]([CH3:70])[c:63]([C:64]([OH:65])=[O:66])[c:67]([CH3:69])[cH:68]1.[CH3:37][CH2:38][N:39]=[C:40]=[N:41][CH2:42][CH2:43][CH2:44][N:45]([CH3:46])[CH3:47].[CH:71]([N:72]([CH2:73][CH3:74])[CH:75]([CH3:76])[CH3:77])([CH3:78])[CH3:79].[Cl:80][CH2:81][Cl:82].[F:83][C:84]([F:85])([F:86])[C:87]([OH:88])=[O:89].[O:90]=[CH:91][N:92]([CH3:93])[CH3:94].[OH:48][n:49]1[c:50]2[c:51]([cH:52][cH:53][cH:54][cH:55]2)[n:56][n:57]1>>[O:5]=[C:6]([NH:7][CH2:8][CH2:9][CH:10]([CH3:11])[N:12]1[CH2:13][CH2:14][CH:15]([N:18]([c:19]2[cH:20][cH:21][c:22]([O:25][CH3:26])[cH:23][cH:24]2)[CH2:27][c:28]2[n:29][c:30]([C:34]#[N:35])[cH:31][cH:32][cH:33]2)[CH2:16][CH2:17]1)[c:63]1[c:62]([CH3:70])[cH:61][c:60]([C:58]#[N:59])[cH:68][c:67]1[CH3:69]. Reactants: CCO, [Na+], [OH-], O, COC(=O)c1occ(-c2ccccc2)c1-c1ccccc1. The product is O=C(O)c1occ(-c2ccccc2)c1-c1ccccc1. As a reaction SMILES: [CH3:24][CH2:25][OH:26].[Na+:23].[OH-:22].[OH2:27].[c:1]1(-[c:7]2[c:8]([C:18](=[O:19])[O:20][CH3:21])[o:9][cH:10][c:11]2-[c:12]2[cH:13][cH:14][cH:15][cH:16][cH:17]2)[cH:2][cH:3][cH:4][cH:5][cH:6]1>>[c:1]1(-[c:7]2[c:8]([C:18](=[O:19])[OH:20])[o:9][cH:10][c:11]2-[c:12]2[cH:13][cH:14][cH:15][cH:16][cH:17]2)[cH:2][cH:3][cH:4][cH:5][cH:6]1. Reactants: C(C)(C)(C)OC(=O)N1N=C(C2=CC=CC=C12)\C=C\C1=C(C=CC=C1)Br ((E)-3-[2-(2-bromophenyl)vinyl]indazole-1-carboxylic acid tert-butyl ester), C(C)(=O)N1CCNCC1 (1-acetylpiperazine), C([O-])([O-])=O.[K+].[K+] (potassium carbonate), C1(CCCCC1)P(C1=C(C=CC=C1)C1=C(C=C(C=C1C(C)C)C(C)C)C(C)C)C1CCCCC1 (dicyclohexyl(2′,4′,6′-triisopropylbiphenyl-2-yl)phosphane). The reagents and catalysts are C=1C=CC(=CC1)/C=C/C(=O)/C=C/C2=CC=CC=C2.C=1C=CC(=CC1)/C=C/C(=O)/C=C/C2=CC=CC=C2.C=1C=CC(=CC1)/C=C/C(=O)/C=C/C2=CC=CC=C2.[Pd].[Pd] (tris(dibenzylideneacetone)dipalladium). Run in C1(=CC=CC=C1)C (toluene), C(C)(=O)OCC (ethyl acetate), O (water). Reaction conditions: temperature 121 celsius, time 10 minute. Product: C(C)(C)(C)OC(=O)N1N=C(C2=CC=CC=C12)\C=C\C1=C(C=CC=C1)N1CCN(CC1)C(C)=O ((E)-3-{2-[2-(4-acetylpiperazin-1-yl)phenyl]vinyl}indazol-1-carboxylic acid tert-butyl ester). Yield: 16.5%. RXN SMILES: [C:1]([O:5][C:6]([N:8]1[C:16]2[C:11](=[CH:12][CH:13]=[CH:14][CH:15]=2)[C:10](/[CH:17]=[CH:18]/[C:19]2[CH:24]=[CH:23][CH:22]=[CH:21][C:20]=2Br)=[N:9]1)=[O:7])([CH3:4])([CH3:3])[CH3:2].[C:26]([N:29]1[CH2:34][CH2:33][NH:32][CH2:31][CH2:30]1)(=[O:28])[CH3:27].C(=O)([O-])[O-].[K+].[K+].C1(P(C2CCCCC2)C2C=CC=CC=2C2C(C(C)C)=CC(C(C)C)=CC=2C(C)C)CCCCC1>C1(C)C=CC=CC=1.C1C=CC(/C=C/C(/C=C/C2C=CC=CC=2)=O)=CC=1.C1C=CC(/C=C/C(/C=C/C2C=CC=CC=2)=O)=CC=1.C1C=CC(/C=C/C(/C=C/C2C=CC=CC=2)=O)=CC=1.[Pd].[Pd].C(OCC)(=O)C.O>[C:1]([O:5][C:6]([N:8]1[C:16]2[C:11](=[CH:12][CH:13]=[CH:14][CH:15]=2)[C:10](/[CH:17]=[CH:18]/[C:19]2[CH:24]=[CH:23][CH:22]=[CH:21][C:20]=2[N:32]2[CH2:33][CH2:34][N:29]([C:26](=[O:28])[CH3:27])[CH2:30][CH2:31]2)=[N:9]1)=[O:7])([CH3:4])([CH3:3])[CH3:2] |f:2.3.4,7.8.9.10.11|. Procedure details: To a solution of (E)-3-[2-(2-bromophenyl)vinyl]indazole-1-carboxylic acid tert-butyl ester (0.23 g, 0.57 mmol) obtained in Step 2 in toluene (1.5 mL), 1-acetylpiperazine (0.15 g, 1.1 mmol), potassium carbonate (0.20 mg, 1.4 mmol), dicyclohexyl(2′,4′,6′-triisopropylbiphenyl-2-yl)phosphane (0.068 g, 0.14 mmol) and tris(dibenzylideneacetone)dipalladium (0.052 g, 0.57 mmol) were sequentially added and, the mixture was stirred at 121° C. for 10 minutes under microwave (300 W) irradiation. The reactio... Reactants: C(C)(C)(C)OC(=O)N1CCC(CC1)C=1SC(=C(N1)C)COC1=CC=C(C=C1)N1N=NN=C1 (4-[4-Methyl-5-(4-tetrazol-1-yl-phenoxymethyl)-thiazol-2-yl]-piperidine-1-carboxylic acid tert-butyl ester), Cl (HCl). Run in ClCCl (dichloromethane), O1CCOCC1 (dioxane). Run at time 5 hour. Product: CC=1N=C(SC1COC1=CC=C(C=C1)N1N=NN=C1)C1CCNCC1 (4-[4-Methyl-5-(4-tetrazol-1-yl-phenoxymethyl)-thiazol-2-yl]-piperidine), Cl (HCl). As a reaction SMILES: C(OC([N:8]1[CH2:13][CH2:12][CH:11]([C:14]2[S:15][C:16]([CH2:20][O:21][C:22]3[CH:27]=[CH:26][C:25]([N:28]4[CH:32]=[N:31][N:30]=[N:29]4)=[CH:24][CH:23]=3)=[C:17]([CH3:19])[N:18]=2)[CH2:10][CH2:9]1)=O)(C)(C)C.[ClH:33]>ClCCl.O1CCOCC1>[CH3:19][C:17]1[N:18]=[C:14]([CH:11]2[CH2:12][CH2:13][NH:8][CH2:9][CH2:10]2)[S:15][C:16]=1[CH2:20][O:21][C:22]1[CH:27]=[CH:26][C:25]([N:28]2[CH:32]=[N:31][N:30]=[N:29]2)=[CH:24][CH:23]=1.[ClH:33]. Procedure: A solution of 4-[4-Methyl-5-(4-tetrazol-1-yl-phenoxymethyl)-thiazol-2-yl]-piperidine-1-carboxylic acid tert-butyl ester (Example 93) (500 mg, 1.10 mmol) in dichloromethane (5 mL) was treated with 1.5 mL of 4N HCl in dioxane. The resulting solution was stirred at room temperature for 5 hours and all the solvent were removed in vacuo to afford the desired product as an HCl salt.